This data is from the Open Reaction Database (ORD), a public repository of structured organic reaction records. The task is: describe an organic reaction: reactants, conditions, products, and yield Starting materials: BrBr (bromine), ClC1=C(C(=CC=C1F)F)C (2-chloro-3,6-difluorotoluene). The reagents and catalysts are [W] (tungsten). Solvent: C(Cl)(Cl)(Cl)Cl (carbon tetrachloride), C(Cl)(Cl)(Cl)Cl (carbon tetrachloride). Conditions: temperature 0 celsius. Yields the product ClC1=C(CBr)C(=CC=C1F)F (2-chloro-3,6-difluorobenzyl bromide). The yield is 81.9%. As a reaction SMILES: [Br:1]Br.[Cl:3][C:4]1[C:9]([F:10])=[CH:8][CH:7]=[C:6]([F:11])[C:5]=1[CH3:12]>C(Cl)(Cl)(Cl)Cl.[W]>[Cl:3][C:4]1[C:9]([F:10])=[CH:8][CH:7]=[C:6]([F:11])[C:5]=1[CH2:12][Br:1]. Procedure: A solution of bromine (24.4 g) in carbon tetrachloride (50 ml) was added slowly over a period of 2 hours 45 minutes to a vigorously stirred solution of 2-chloro-3,6-difluorotoluene (24.4 g) in carbon tetrachloride (150 ml) irradicated by a 200 watt tungsten lamp maintained at 0° C. The solvent was removed by evaporation under reduced pressure and the residual oil distilled to yield 2-chloro-3,6-difluorobenzyl bromide (29.7 g) b.p 96°-101°/0.7 cm Hg Starting materials: N1=CC=CC2=CC=CC=C12 (quinoline), C(=O)C=1C=CC2=C(C=CO2)C1 (5-formylbenzofuran). The product is O1C=CC2=C1C=CC(=C2)CC#N (benzofuran-5-acetonitrile). As a reaction SMILES: [N:1]1C2C(=CC=CC=2)C=C[CH:2]=1.[CH:11]([C:13]1[CH:14]=[CH:15][C:16]2[O:20][CH:19]=[CH:18][C:17]=2[CH:21]=1)=O>>[O:20]1[C:16]2[CH:15]=[CH:14][C:13]([CH2:11][C:2]#[N:1])=[CH:21][C:17]=2[CH:18]=[CH:19]1. Procedure: The acid was decarboxylated by treating with quinoline (using the same method as that used for 5-formylbenzofuran in Chimica Therapeutica 1966, 225) to give benzofuran-5-acetonitrile. (t.l.c./silica/toluene, RF 0.33). Starting materials: FC1=CC2=C(C(=NO2)C2CCNCC2)C=C1 (6-fluoro-3-(4-piperidinyl)-1,2-benzisoxazole), ClCCCOC1=C(C=C(C=C1)C(O)C)O (4-(3chloropropoxy)-3-hydroxy-α-methylbenzenemethanol), C(=O)(O)[O-].[Na+] (NaHCO3). Solvent: CC#N (CH3CN). The product is FC1=CC2=C(C(=NO2)C2CCN(CC2)CCCOC2=C(C=C(C=C2)C(O)C)O)C=C1 (4-[3-[4-(6-fluoro-1,2-benzisoxazol-3-yl)-1-piperidinyl]propoxy]-3-hydroxy-α-methylbenzene methanol). The yield is 106.4%. RXN SMILES: [F:1][C:2]1[CH:16]=[CH:15][C:5]2[C:6]([CH:9]3[CH2:14][CH2:13][NH:12][CH2:11][CH2:10]3)=[N:7][O:8][C:4]=2[CH:3]=1.Cl[CH2:18][CH2:19][CH2:20][O:21][C:22]1[CH:27]=[CH:26][C:25]([CH:28]([CH3:30])[OH:29])=[CH:24][C:23]=1[OH:31].C([O-])(O)=O.[Na+]>CC#N>[F:1][C:2]1[CH:16]=[CH:15][C:5]2[C:6]([CH:9]3[CH2:10][CH2:11][N:12]([CH2:18][CH2:19][CH2:20][O:21][C:22]4[CH:27]=[CH:26][C:25]([CH:28]([CH3:30])[OH:29])=[CH:24][C:23]=4[OH:31])[CH2:13][CH2:14]3)=[N:7][O:8][C:4]=2[CH:3]=1 |f:2.3|. Reported procedure: A mixture of 6-fluoro-3-(4-piperidinyl)-1,2-benzisoxazole (4.3 g, 19.5 mmol), 4-(3chloropropoxy)-3-hydroxy-α-methylbenzenemethanol (4.5 g, 19.5 mmol), KI (200 mg), NaHCO3 (1.8 g, 21.5 mmol) and CH3CN (125 ml) was stirred at reflux under nitrogen for 24 hours. The cooled reaction was filtered and the filter cake was washed with CH3CN. The filtrate was concentrated to afford an oily residue, which was partitioned between water and ethyl acetate. The ethyl acetate extract was washed with water, dri... Reactants: CCn1c(=O)n(COCC[Si](C)(C)C)c2c(COC3CN(C(=O)OCc4ccccc4)CCC3c3ccc(OCCCOCc4ccccc4OC)cc3)cccc21, CCCC[N+](CCCC)(CCCC)CCCC, [F-], O. Yields the product CCn1c(=O)[nH]c2c(COC3CN(C(=O)OCc4ccccc4)CCC3c3ccc(OCCCOCc4ccccc4OC)cc3)cccc21. As a reaction SMILES: [CH2:1]([CH3:2])[n:3]1[c:4](=[O:58])[n:5]([CH2:50][O:51][CH2:52][CH2:53][Si:54]([CH3:55])([CH3:56])[CH3:57])[c:6]2[c:7]1[cH:8][cH:9][cH:10][c:11]2[CH2:12][O:13][CH:14]1[CH2:15][N:16]([C:40](=[O:41])[O:42][CH2:43][c:44]2[cH:45][cH:46][cH:47][cH:48][cH:49]2)[CH2:17][CH2:18][CH:19]1[c:20]1[cH:21][cH:22][c:23]([O:26][CH2:27][CH2:28][CH2:29][O:30][CH2:31][c:32]2[c:33]([O:38][CH3:39])[cH:34][cH:35][cH:36][cH:37]2)[cH:24][cH:25]1.[CH3:60][CH2:61][CH2:62][CH2:63][N+:64]([CH2:65][CH2:66][CH2:67][CH3:68])([CH2:69][CH2:70][CH2:71][CH3:72])[CH2:73][CH2:74][CH2:75][CH3:76].[F-:59].[OH2:77]>>[CH2:1]([CH3:2])[n:3]1[c:4](=[O:58])[nH:5][c:6]2[c:7]1[cH:8][cH:9][cH:10][c:11]2[CH2:12][O:13][CH:14]1[CH2:15][N:16]([C:40](=[O:41])[O:42][CH2:43][c:44]2[cH:45][cH:46][cH:47][cH:48][cH:49]2)[CH2:17][CH2:18][CH:19]1[c:20]1[cH:21][cH:22][c:23]([O:26][CH2:27][CH2:28][CH2:29][O:30][CH2:31][c:32]2[c:33]([O:38][CH3:39])[cH:34][cH:35][cH:36][cH:37]2)[cH:24][cH:25]1. Starting materials: FC1=CC=C(C=C1)C1(C(N(CC1)CC(=O)O)=O)C1=CC=C(C=C1)F (2-(3,3-bis(4-fluorophenyl)-2-oxopyrrolidin-1-yl)acetic acid), C1(=CC=CC=C1)C1(CNCC1)C1=CC=CC=C1 (3,3-diphenylpyrrolidine), FC1=CC=C(C=C1)C1(C(N(CCC1)CC(=O)O)=O)C1=CC=C(C=C1)F (2-(3,3-bis(4-fluorophenyl)-2-oxopiperidin-1-yl)acetic acid), C1NCCC2=CC=CC=C12 (1,2,3,4-tetrahydroisoquinoline). The product is C1N(CCC2=CC=CC=C12)C(CN1C(C(CC1)(C1=CC=C(C=C1)F)C1=CC=C(C=C1)F)=O)=O (1-[2-(3,4-dihydroisoquinolin-2(1H)-yl)-2-oxoethyl]-3,3-bis(4-fluorophenyl)pyrrolidin-2-one). Reaction SMILES: [F:1][C:2]1[CH:7]=[CH:6][C:5]([C:8]2([C:18]3[CH:23]=[CH:22][C:21]([F:24])=[CH:20][CH:19]=3)[CH2:12][CH2:11][N:10]([CH2:13][C:14]([OH:16])=O)[C:9]2=[O:17])=[CH:4][CH:3]=1.FC1C=CC([C:32]2([C:43]3[CH:48]=[CH:47][C:46](F)=CC=3)[CH2:37][CH2:36][CH2:35][N:34](CC(O)=O)[C:33]2=O)=CC=1.C1C2C(=CC=CC=2)CCN1.C1(C2(C3C=CC=CC=3)CCNC2)C=CC=CC=1>>[CH2:33]1[C:32]2[C:37](=[CH:46][CH:47]=[CH:48][CH:43]=2)[CH2:36][CH2:35][N:34]1[C:14](=[O:16])[CH2:13][N:10]1[CH2:11][CH2:12][C:8]([C:5]2[CH:6]=[CH:7][C:2]([F:1])=[CH:3][CH:4]=2)([C:18]2[CH:23]=[CH:22][C:21]([F:24])=[CH:20][CH:19]=2)[C:9]1=[O:17]. Procedure: The title compound was prepared using the procedure described in Example 172 substituting 2-(3,3-bis(4-fluorophenyl)-2-oxopyrrolidin-1-yl)acetic acid from Example 58D for 2-(3,3-bis(4-fluorophenyl)-2-oxopiperidin-1-yl)acetic acid and 1,2,3,4-tetrahydroisoquinoline for 3,3-diphenylpyrrolidine. 1H NMR (300 MHz, CDCl3) δ ppm 7.31 (dt, J=4.4, 5.5, 4H), 7.22-7.11 (m, 3H), 7.06-6.94 (m, 5H), 4.75-4.53 (m, 2H), 4.27 (d, J=4.8, 2H), 3.82 (t, J=6.0, 1H), 3.65 (t, J=6.0, 1H), 3.52 (q, J=6.5, 2H), 2.91-2.6... Starting materials: Cl (hydrochloric acid), C(C)(=O)C1C(CCC1=O)=O (2-Acetyl-1,3-cyclopentanedione), C1=CC2=C(C=C1C=O)OCO2 (piperonal), N1CCOCC1 (morpholine). Solvent: O (water), CS(=O)C (dimethylsulfoxide). Yields the product C1OC=2C=C(C=CC(=O)C3C(CCC3=O)=O)C=CC2O1 (2-(3,4-Methylenedioxycinnamoyl)-1,3-cyclopentanedione). Isolated yield 49.0%. RXN SMILES: [C:1]([CH:4]1[C:8](=[O:9])[CH2:7][CH2:6][C:5]1=[O:10])(=[O:3])[CH3:2].[CH:11]1[C:16]([CH:17]=O)=[CH:15][C:14]2[O:19][CH2:20][O:21][C:13]=2[CH:12]=1.N1CCOCC1.Cl>O.CS(C)=O>[CH2:20]1[O:21][C:13]2[CH:12]=[CH:11][C:16]([CH:17]=[CH:2][C:1]([CH:4]3[C:8](=[O:9])[CH2:7][CH2:6][C:5]3=[O:10])=[O:3])=[CH:15][C:14]=2[O:19]1. Procedure details: 2-Acetyl-1,3-cyclopentanedione (3.39 g.) was treated with piperonal (4.79 g.) in 60 ml. of dimethylsulfoxide in the presence of 5 ml. of morpholine at 85° C for 45 minutes. After cooling, the reaction mixture was poured into 150 ml. of water containing 7 ml. of conc. hydrochloric acid. Deposited crystals were separated by filtration and washed with water, and dried. 2-(3,4-Methylenedioxycinnamoyl)-1,3-cyclopentanedione (3.23 g.) was obtained in a yellow crystalline form, which showed mp. 181° - ... Starting materials: CO, CC(Nc1cc(-c2cc3nccn3c(N3CC4CC3CN4)n2)ccn1)c1ccccc1, CC(C)C=O, ClC(Cl)Cl, ClCCl. Product: CC(C)CN1CC2CC1CN2c1nc(-c2ccnc(NC(C)c3ccccc3)c2)cc2nccn12. As a reaction SMILES: [CH3:37][OH:38].[CH:1]12[N:2]([c:8]3[n:9][c:10](-[c:17]4[cH:18][c:19]([NH:23][CH:24]([CH3:25])[c:26]5[cH:27][cH:28][cH:29][cH:30][cH:31]5)[n:20][cH:21][cH:22]4)[cH:11][c:12]4[n:13]3[cH:14][cH:15][n:16]4)[CH2:3][CH:4]([NH:5][CH2:6]1)[CH2:7]2.[CH:32]([CH:33]([CH3:34])[CH3:35])=[O:36].[CH:39]([Cl:40])([Cl:41])[Cl:42].[Cl:43][CH2:44][Cl:45]>>[CH:1]12[N:2]([c:8]3[n:9][c:10](-[c:17]4[cH:18][c:19]([NH:23][CH:24]([CH3:25])[c:26]5[cH:27][cH:28][cH:29][cH:30][cH:31]5)[n:20][cH:21][cH:22]4)[cH:11][c:12]4[n:13]3[cH:14][cH:15][n:16]4)[CH2:3][CH:4]([N:5]([CH2:32][CH:33]([CH3:34])[CH3:35])[CH2:6]1)[CH2:7]2.